Dataset: the Open Reaction Database (ORD), a public repository of structured organic reaction records. Task: describe an organic reaction: reactants, conditions, products, and yield Reactants: C(C=C)OC1=CC=C(C=C1)C1C(CNCC1)O (4-(4-allyloxyphenyl)piperidin-3-ol), C(=O)OCC1=CC=CC=C1 (benzyl formate). Product: C(C=C)OC1=CC=C(C=C1)C1C(CN(CC1)C(=O)OCC1=CC=CC=C1)O (Benzyl 4-(4-allyloxyphenyl)-3-hydroxypiperidine-1-carboxylate). RXN SMILES: [CH2:1]([O:4][C:5]1[CH:10]=[CH:9][C:8]([CH:11]2[CH2:16][CH2:15][NH:14][CH2:13][CH:12]2[OH:17])=[CH:7][CH:6]=1)[CH:2]=[CH2:3].[CH:18]([O:20][CH2:21][C:22]1[CH:27]=[CH:26][CH:25]=[CH:24][CH:23]=1)=[O:19]>>[CH2:1]([O:4][C:5]1[CH:6]=[CH:7][C:8]([CH:11]2[CH2:16][CH2:15][N:14]([C:18]([O:20][CH2:21][C:22]3[CH:27]=[CH:26][CH:25]=[CH:24][CH:23]=3)=[O:19])[CH2:13][CH:12]2[OH:17])=[CH:9][CH:10]=1)[CH:2]=[CH2:3]. Procedure details: Analogously to Example 10f, 29.45 g of 4-(4-allyloxyphenyl)piperidin-3-ol and 26.8 g of benzyl formate are reacted. The title compound is obtained as a white solid. Rt=4.62. Reaction SMILES: Cl.[NH:2]([CH2:6][CH2:7][CH2:8][CH2:9][CH2:10][CH2:11][CH:12]=[CH:13][C:14]([NH2:16])=[O:15])[C:3]([NH2:5])=[NH:4].Cl.Cl.[NH2:19][CH2:20][CH2:21][CH2:22][NH:23][CH2:24][CH2:25][CH2:26][CH2:27][NH:28][C:29](=[O:33])[CH:30](O)[OH:31].C(O)(=O)CCCC(O)=O.Cl.Cl.Cl.N(CCCCCCC=CC(NC(O)C(N)=O)=O)C(N)=N>O>[NH2:19][CH2:20][CH2:21][CH2:22][NH:23][CH2:24][CH2:25][CH2:26][CH2:27][NH:28][C:29](=[O:33])[CH:30]([NH:16][C:14](=[O:15])[CH:13]=[CH:12][CH2:11][CH2:10][CH2:9][CH2:8][CH2:7][CH2:6][NH:2][C:3]([NH2:5])=[NH:4])[OH:31] |f:0.1,2.3.4,6.7.8.9|. Procedure details: A mixture of 206.2 mg (0.84 mmole) of 9-guanidino-2-nonenamide hydrochloride, 291.0 mg (1.00 mmole) of N-[4-(3-aminopropyl)aminobutyl]-2,2-dihydroxyethanamide dihydrochloride, 109.6 mg (0.84 mmole) of glutaric acid and 0.2 ml of water was heated at 60° C. for 24 hours. After completion of the reaction, the reaction mixture was purified in a manner similar to that in Example 1 using CM-Sephadex® C-25 (Na-type) and Sephadex® LH-20 to obtain 135.0 mg (31.1% yield) of a white powder of N-[4-(3-amino... Product: NCCCNCCCCNC(C(O)NC(C=CCCCCCCNC(=N)N)=O)=O (N-[4-(3-aminopropyl)aminobutyl]-2-(9-guanidino-2-nonenamido)-2-hydroxyethanamide). The reactants are Cl.Cl.Cl.N(C(=N)N)CCCCCCC=CC(=O)NC(C(=O)N)O (9-guanidino-2-nonenamido-2-hydroxyethanamide trihydrochloride), Cl.N(C(=N)N)CCCCCCC=CC(=O)N (9-guanidino-2-nonenamide hydrochloride), Cl.Cl.NCCCNCCCCNC(C(O)O)=O (N-[4-(3-aminopropyl)aminobutyl]-2,2-dihydroxyethanamide dihydrochloride), C(CCCC(=O)O)(=O)O (glutaric acid). Isolated yield 38.9%. Run in O (water). Run at temperature 60 celsius. The reactants are [Cl-].[NH4+] (ammonium chloride), N1C=C(C2=CC=CC=C12)C=O (Indol-3-aldehyde), COCCl (chloromethyl methyl ether), [H-].[Na+] (sodium hydride). Run in O (water), CN(C=O)C (N,N-dimethylformamide). Reaction conditions: time 20 minute. Product: COCN1C=C(C2=CC=CC=C12)C=O (1-Methoxymethyl-1H-indol-3-aldehyde). Isolated yield 20.0%. As a reaction SMILES: [NH:1]1[C:9]2[C:4](=[CH:5][CH:6]=[CH:7][CH:8]=2)[C:3]([CH:10]=[O:11])=[CH:2]1.[H-].[Na+].[CH3:14][O:15][CH2:16]Cl.[Cl-].[NH4+]>CN(C)C=O.O>[CH3:14][O:15][CH2:16][N:1]1[C:9]2[C:4](=[CH:5][CH:6]=[CH:7][CH:8]=2)[C:3]([CH:10]=[O:11])=[CH:2]1 |f:1.2,4.5|. Procedure details: 5 g of Indol-3-aldehyde was dissolved in 40 ml of N,N-dimethylformamide, and 1.38 g of 60% sodium hydride was added under ice-cooling. The reaction solution was stirred for 20 minutes with ice-cooling, then 3.2 ml of chloromethyl methyl ether was added, and stirring was continued at room temperature for 16 hours. The reaction solution was cooled in ice, treated with water and ammonium chloride solution, and extracted with ethyl acetate. The organic layer was washed with saturated brine, dried ov... Reactants: COC(=O)c1ccc(Cc2cccc3ccc(C#N)cc23)c(OC)c1, CC(=O)O, O, c1ccncc1. Yields the product COC(=O)c1ccc(Cc2cccc3ccc(C=O)cc23)c(OC)c1. As a reaction SMILES: [C:1](#[N:2])[c:3]1[cH:4][cH:5][c:6]2[cH:7][cH:8][cH:9][c:10]([CH2:13][c:14]3[c:15]([O:24][CH3:25])[cH:16][c:17]([C:18](=[O:19])[O:20][CH3:21])[cH:22][cH:23]3)[c:11]2[cH:12]1.[CH3:26][C:27]([OH:28])=[O:29].[OH2:36].[cH:30]1[cH:31][cH:32][n:33][cH:34][cH:35]1>>[CH:1]([c:3]1[cH:4][cH:5][c:6]2[cH:7][cH:8][cH:9][c:10]([CH2:13][c:14]3[c:15]([O:24][CH3:25])[cH:16][c:17]([C:18](=[O:19])[O:20][CH3:21])[cH:22][cH:23]3)[c:11]2[cH:12]1)=[O:28]. The reactants are C1CCOC1, CC(C)[N-]C(C)C, COC(=O)Cl, [Li+], O=C1CCCN1c1cccnc1. Product: COC(=O)C1CCN(c2cccnc2)C1=O. RXN SMILES: [CH2:26]1[O:27][CH2:28][CH2:29][CH2:30]1.[CH3:14][CH:15]([N-:16][CH:17]([CH3:18])[CH3:19])[CH3:20].[Cl:21][C:22](=[O:23])[O:24][CH3:25].[Li+:13].[n:1]1[cH:2][c:3]([N:7]2[C:8](=[O:12])[CH2:9][CH2:10][CH2:11]2)[cH:4][cH:5][cH:6]1>>[n:1]1[cH:2][c:3]([N:7]2[C:8](=[O:12])[CH:9]([C:22](=[O:23])[O:24][CH3:25])[CH2:10][CH2:11]2)[cH:4][cH:5][cH:6]1. Starting materials: C(C)N(C1=C(C=C(C(=C1)OC)OC)C1CC=2C=CC(=CC2CC1)OC(C(C)(C)C)=O)C(C1=CC=C(C=C1)O)=O (pivalic acid 6-{2-[ethyl(4-hydroxybenzoyl)amino]-4,5-dimethoxyphenyl}-5,6,7,8-tetrahydronaphthalen-2-yl ester), N1(CCCCCCC1)C(CCl)=O (1-azocan-1-yl-2-chloroethanone). The product is N1(CCCCCCC1)CCOC1=CC=C(CCCNC2=C(C=C(C(=C2)OC)OC)C2CC=3C=CC(=CC3CC2)O)C=C1 (6-{2-{[4-(2-Azocan-1-ylethoxy)benzyl]ethylamino}-4,5-dimethoxyphenyl}-5,6,7,8-tetrahydronaphthalen-2-ol). Isolated yield 11.7%. Reaction SMILES: C([N:3]([C:31](=O)[C:32]1[CH:37]=[CH:36][C:35](O)=[CH:34]C=1)[C:4]1[CH:9]=[C:8]([O:10][CH3:11])[C:7]([O:12][CH3:13])=[CH:6][C:5]=1[CH:14]1[CH2:23][CH2:22][C:21]2[CH:20]=[C:19]([O:24]C(=O)C(C)(C)C)[CH:18]=[CH:17][C:16]=2[CH2:15]1)C.[N:40]1([C:48](=O)[CH2:49]Cl)[CH2:47][CH2:46][CH2:45][CH2:44][CH2:43][CH2:42][CH2:41]1>>[N:40]1([CH2:48][CH2:49][O:10][C:8]2[CH:7]=[CH:6][C:36]([CH2:37][CH2:32][CH2:31][NH:3][C:4]3[CH:9]=[C:8]([O:10][CH3:11])[C:7]([O:12][CH3:13])=[CH:6][C:5]=3[CH:14]3[CH2:23][CH2:22][C:21]4[CH:20]=[C:19]([OH:24])[CH:18]=[CH:17][C:16]=4[CH2:15]3)=[CH:35][CH:34]=2)[CH2:47][CH2:46][CH2:45][CH2:44][CH2:43][CH2:42][CH2:41]1. Reported procedure: Synthesized from pivalic acid 6-{2-[ethyl(4-hydroxybenzoyl)amino]-4,5-dimethoxyphenyl}-5,6,7,8-tetrahydronaphthalen-2-yl ester (19 mg) and 1-azocan-1-yl-2-chloroethanone (13 mg) according to an analogous synthetic method to Example 404 and purified by LC-MS, the title compound (1.2 mg) was obtained.